Dataset: the Open Reaction Database (ORD), a public repository of structured organic reaction records. Task: describe an organic reaction: reactants, conditions, products, and yield Starting materials: Cl.COC([C@@H](N)CC(=O)OC)=O (aspartic acid dimethyl ester hydrochloride), C(Cl)(Cl)Cl (chloroform), ClC(=O)OC1(CCC1)C (1-Methylcyclobutyl chloroformate). Run in C(C)N(CC)CC (triethylamine), C(C)N(CC)CC (triethylamine). Reaction conditions: time 8 hour. The product is COC([C@@H](NC(=O)OC1(CCC1)C)CC(=O)OC)=O (N-(1-methylcyclobutyloxycarbonyl)-aspartic acid dimethyl ester). RXN SMILES: Cl.[CH3:2][O:3][C:4](=[O:12])[C@H:5]([CH2:7][C:8]([O:10][CH3:11])=[O:9])[NH2:6].C(Cl)(Cl)Cl.Cl[C:18]([O:20][C:21]1([CH3:25])[CH2:24][CH2:23][CH2:22]1)=[O:19]>C(N(CC)CC)C>[CH3:2][O:3][C:4](=[O:12])[C@H:5]([CH2:7][C:8]([O:10][CH3:11])=[O:9])[NH:6][C:18]([O:20][C:21]1([CH3:25])[CH2:24][CH2:23][CH2:22]1)=[O:19] |f:0.1|. Procedure details: A suspension of 0.05 moles of aspartic acid dimethyl ester hydrochloride in 50 ml. of chloroform is cooled to 0°C. and the pH adjusted to 8 by addition of triethylamine. 1-Methylcyclobutyl chloroformate 0.10 moles prepared according to the procedure of Example 1 is added portion-wise at 0°C. and the pH of the reaction is maintained at 8 by addition of triethylamine. Upon completion of the addition, the reaction is stirred overnight at 20°-25°C. The reaction solution is washed successively with 1... Starting materials: CC(=O)O, CN1CCC(=O)CC1, ClCCCl, Nc1ccccc1, [Na+], [OH-]. Yields the product CN1CCC(Nc2ccccc2)CC1. As a reaction SMILES: [C:16]([OH:17])(=[O:18])[CH3:19].[CH3:8][N:9]1[CH2:10][CH2:11][C:12](=[O:15])[CH2:13][CH2:14]1.[Cl:22][CH2:23][CH2:24][Cl:25].[NH2:1][c:2]1[cH:3][cH:4][cH:5][cH:6][cH:7]1.[Na+:21].[OH-:20]>>[NH:1]([c:2]1[cH:3][cH:4][cH:5][cH:6][cH:7]1)[CH:12]1[CH2:11][CH2:10][N:9]([CH3:8])[CH2:14][CH2:13]1. The reactants are CCOC(C)=O, CO, O=[N+]([O-])c1ccc2c(c1)c(-c1cc3cnccc3o1)nn2C(c1ccccc1)(c1ccccc1)c1ccccc1. Product: Nc1ccc2c(c1)c(-c1cc3cnccc3o1)nn2C(c1ccccc1)(c1ccccc1)c1ccccc1. RXN SMILES: [CH3:41][CH2:42][O:43][C:44](=[O:45])[CH3:46].[CH3:47][OH:48].[N+:1]([O-:2])(=[O:3])[c:4]1[cH:5][c:6]2[c:7](-[c:32]3[cH:33][c:34]4[cH:35][n:36][cH:37][cH:38][c:39]4[o:40]3)[n:8][n:9]([C:13]([c:14]3[cH:15][cH:16][cH:17][cH:18][cH:19]3)([c:20]3[cH:21][cH:22][cH:23][cH:24][cH:25]3)[c:26]3[cH:27][cH:28][cH:29][cH:30][cH:31]3)[c:10]2[cH:11][cH:12]1>>[NH2:1][c:4]1[cH:5][c:6]2[c:7](-[c:32]3[cH:33][c:34]4[cH:35][n:36][cH:37][cH:38][c:39]4[o:40]3)[n:8][n:9]([C:13]([c:14]3[cH:15][cH:16][cH:17][cH:18][cH:19]3)([c:20]3[cH:21][cH:22][cH:23][cH:24][cH:25]3)[c:26]3[cH:27][cH:28][cH:29][cH:30][cH:31]3)[c:10]2[cH:11][cH:12]1. The reactants are [N+](=O)([O-])C1=C(C=CC(=C1)[N+](=O)[O-])Cl (2,4-dinitrochlorobenzene), Cl (hydrochloric acid), [S] (sulphur), NC1=C(C=CC(=C1)[N+](=O)[O-])O (2-amino-4-nitrophenol), [SH-] (hydrosulphide), S(=O)([O-])[O-].[Na+].[Na+] (sodium sulphite), [Cl-].[NH4+] (ammonium chloride), [Cl-].[NH4+] (ammonium chloride), [N+](=O)([O-])C1=C(C=CC(=C1)[N+](=O)[O-])[O-] (2,4-dinitrophenolate), [SH-] (hydrosulphide). Yields the product [N+](=O)([O-])C1=C(C=CC(=C1)[N+](=O)[O-])[O-].[Na+] (Sodium 2,4-dinitrophenolate), NC1=C(C=CC(=C1)[N+](=O)[O-])O (2-amino-4-nitrophenol), [S] (sulphur). Reaction SMILES: [N+](C1C=C([N+]([O-])=O)C=CC=1Cl)([O-])=O.[Cl-].[NH4+].[N+:16]([C:19]1[CH:24]=[C:23]([N+:25]([O-:27])=[O:26])[CH:22]=[CH:21][C:20]=1[O-:28])([O-:18])=[O:17].[SH-].S([O-])([O-])=O.[Na+:34].[Na+].Cl.[S:37].[NH2:38][C:39]1[CH:44]=[C:43]([N+:45]([O-:47])=[O:46])[CH:42]=[CH:41][C:40]=1[OH:48]>>[N+:16]([C:19]1[CH:24]=[C:23]([N+:25]([O-:27])=[O:26])[CH:22]=[CH:21][C:20]=1[O-:28])([O-:18])=[O:17].[Na+:34].[NH2:38][C:39]1[CH:44]=[C:43]([N+:45]([O-:47])=[O:46])[CH:42]=[CH:41][C:40]=1[OH:48].[S:37] |f:1.2,5.6.7,11.12,^3:36,73|. Procedure details: Sodium 2,4-dinitrophenolate is prepared from 202.6 parts of 2,4-dinitrochlorobenzene in accordance with the statements of Example 1. 92 parts of ammonium chloride are added to the suspension of the 2,4-dinitrophenolate at 70° C., a pH value of 7.1 being established. 290.4 parts of 31.9% strength aqueous hydrosulphide solution are then added in the course of about 20 minutes, whilst stirring and monitoring the pH value. The pH value is reduced from 8.4 to 8.0 by adding a further 92 parts of ammon... The reactants are COc1ccc2c(Cc3ccc(OCCN4CCCCC4)cc3)c(OS(=O)(=O)C(F)(F)F)ccc2c1, CC#N, [Cs+], [F-], OB(O)c1ccc(F)cc1F. Product: COc1ccc2c(Cc3ccc(OCCN4CCCCC4)cc3)c(-c3ccc(F)cc3F)ccc2c1. As a reaction SMILES: [CH3:1][O:2][c:3]1[cH:4][c:5]2[cH:6][cH:7][c:8]([O:29][S:30]([C:31]([F:32])([F:33])[F:34])(=[O:35])=[O:36])[c:9]([CH2:13][c:14]3[cH:15][cH:16][c:17]([O:20][CH2:21][CH2:22][N:23]4[CH2:24][CH2:25][CH2:26][CH2:27][CH2:28]4)[cH:18][cH:19]3)[c:10]2[cH:11][cH:12]1.[CH3:50][C:51]#[N:52].[Cs+:49].[F-:48].[F:37][c:38]1[c:39]([B:45]([OH:46])[OH:47])[cH:40][cH:41][c:42]([F:44])[cH:43]1>>[CH3:1][O:2][c:3]1[cH:4][c:5]2[cH:6][cH:7][c:8](-[c:39]3[c:38]([F:37])[cH:43][c:42]([F:44])[cH:41][cH:40]3)[c:9]([CH2:13][c:14]3[cH:15][cH:16][c:17]([O:20][CH2:21][CH2:22][N:23]4[CH2:24][CH2:25][CH2:26][CH2:27][CH2:28]4)[cH:18][cH:19]3)[c:10]2[cH:11][cH:12]1. Starting materials: [H-].[Na+] (sodium hydride), C(C)(C)N1C=NC2=C(C1=O)C=CN2 (3-isopropyl-7H-pyrrolo[2,3-d]-pyrimidin-4-one), ClC1=CC=C(C(=O)C2=CC=C(CBr)C=C2)C=C1 (4-(4-chlorobenzoyl)benzyl bromide). Solvent: COCCOC (DME), COCCOC (DME). Product: ClC1=CC=C(C(=O)C2=CC=C(CN3C=CC4=C3N=CN(C4=O)C(C)C)C=C2)C=C1 (7-[4-(4-Chlorobenzoyl)benzyl]-3-isopropyl-7H-pyrrolo[2,3-d]pyrimidin-4-one). Yield: 88.8%. RXN SMILES: [CH:1]([N:4]1[C:9](=[O:10])[C:8]2[CH:11]=[CH:12][NH:13][C:7]=2[N:6]=[CH:5]1)([CH3:3])[CH3:2].[H-].[Na+].[Cl:16][C:17]1[CH:32]=[CH:31][C:20]([C:21]([C:23]2[CH:30]=[CH:29][C:26]([CH2:27]Br)=[CH:25][CH:24]=2)=[O:22])=[CH:19][CH:18]=1>COCCOC>[Cl:16][C:17]1[CH:18]=[CH:19][C:20]([C:21]([C:23]2[CH:30]=[CH:29][C:26]([CH2:27][N:13]3[C:7]4[N:6]=[CH:5][N:4]([CH:1]([CH3:3])[CH3:2])[C:9](=[O:10])[C:8]=4[CH:11]=[CH:12]3)=[CH:25][CH:24]=2)=[O:22])=[CH:31][CH:32]=1 |f:1.2|. Procedure: Under argon gas, 3-isopropyl-7H-pyrrolo[2,3-d]-pyrimidin-4-one (89 mg) was dissolved in anhydrous DME (2 ml) and, under ice-cooling and stirring, 60% sodium hydride-oil (22 mg) was added. The mixture was stirred for 30 minutes, after which a solution of 4-(4-chlorobenzoyl)benzyl bromide (201 mg) in anhydrous DME (1 ml) was added. Then, the mixture was stirred at room temperature for 2 hours. The solvent was distilled off under reduced pressure and the residue was dissolved in ethyl acetate, wash... Reactants: BrC1=CC(=C(C(=C1)F)C=1C(C=CN2C(=CC=CC12)C1=CC=C(C=C1)F)=O)F (1-(4-bromo-2,6-difluorophenyl)-6-(4-fluorophenyl)-2H-quinolizin-2-one), N1=CN=CC(=C1)B(O)O (pyrimidin-5-ylboronic acid), CCO (EtOH), C(=O)([O-])[O-].[Na+].[Na+] (Na2CO3). Reagents/catalysts: C=1C=CC(=CC1)[P](C=2C=CC=CC2)(C=3C=CC=CC3)[Pd]([P](C=4C=CC=CC4)(C=5C=CC=CC5)C=6C=CC=CC6)([P](C=7C=CC=CC7)(C=8C=CC=CC8)C=9C=CC=CC9)[P](C=1C=CC=CC1)(C=1C=CC=CC1)C=1C=CC=CC1 (tetrakis(triphenylphosphine)palladium). The solvent is C1(=CC=CC=C1)C (toluene). Run at temperature 90 celsius. Product: FC1=C(C(=CC(=C1)C=1C=NC=NC1)F)C=1C(C=CN2C(=CC=CC12)C1=CC=C(C=C1)F)=O (1-(2,6-difluoro-4-pyrimidin-5-ylphenyl)-6-(4-fluorophenyl)-2H-quinolizin-2-one). Reaction SMILES: Br[C:2]1[CH:7]=[C:6]([F:8])[C:5]([C:9]2[C:10](=[O:26])[CH:11]=[CH:12][N:13]3[C:18]=2[CH:17]=[CH:16][CH:15]=[C:14]3[C:19]2[CH:24]=[CH:23][C:22]([F:25])=[CH:21][CH:20]=2)=[C:4]([F:27])[CH:3]=1.[N:28]1[CH:33]=[C:32](B(O)O)[CH:31]=[N:30][CH:29]=1.CCO.C([O-])([O-])=O.[Na+].[Na+]>C1(C)C=CC=CC=1.C1C=CC([P]([Pd]([P](C2C=CC=CC=2)(C2C=CC=CC=2)C2C=CC=CC=2)([P](C2C=CC=CC=2)(C2C=CC=CC=2)C2C=CC=CC=2)[P](C2C=CC=CC=2)(C2C=CC=CC=2)C2C=CC=CC=2)(C2C=CC=CC=2)C2C=CC=CC=2)=CC=1>[F:8][C:6]1[CH:7]=[C:2]([C:32]2[CH:33]=[N:28][CH:29]=[N:30][CH:31]=2)[CH:3]=[C:4]([F:27])[C:5]=1[C:9]1[C:10](=[O:26])[CH:11]=[CH:12][N:13]2[C:18]=1[CH:17]=[CH:16][CH:15]=[C:14]2[C:19]1[CH:24]=[CH:23][C:22]([F:25])=[CH:21][CH:20]=1 |f:3.4.5,^1:56,58,77,96|. Procedure details: To a solution of 1-(4-bromo-2,6-difluorophenyl)-6-(4-fluorophenyl)-2H-quinolizin-2-one Example 44, 74 mg, 0.17 mmol) in toluene (5 mL) was added pyrimidin-5-ylboronic acid (42 mg, 0.34 mmol), tetrakis(triphenylphosphine)palladium (196 mg, 0.017 mmol), EtOH (0.5 mL) and 2N Na2CO3 (0.5 mL), and heated to 90° C. for 12 h. After cooling the reaction to room temperature, the mixture was concentrated. The crude residue was dissolved in EtOAc and washed with water, brine, dried over MgSO4, and concentr...